Dataset: the Open Reaction Database (ORD), a public repository of structured organic reaction records. Task: describe an organic reaction: reactants, conditions, products, and yield Reactants: BrC=1C=C(C2=C(C(CCS2)=O)C1C)C (6-bromo-2,3-dihydro-5,8-dimethyl-4H-1-benzothiopyran-4-one), COC(N(C)C)OC (N,N-dimethylformamide dimethyl acetal), O.NN (hydrazine monohydrate). Solvent: C(C)(=O)OCC (ethyl acetate), C(C)(=O)OCC (ethyl acetate). Run at time 8 hour. The product is BrC=1C=C(C2=C(C1C)C1=NNC=C1CS2)C (8-bromo-2,4-dihydro-6,9-dimethyl[1]benzothiopyrano[4,3-c]pyrazole). Isolated yield 105.0%. Reaction SMILES: [Br:1][C:2]1[CH:3]=[C:4]([CH3:14])[C:5]2[S:10][CH2:9][CH2:8][C:7](=O)[C:6]=2[C:12]=1[CH3:13].COC(OC)[N:18]([CH3:20])C.O.[NH2:24]N>C(OCC)(=O)C>[Br:1][C:2]1[CH:3]=[C:4]([CH3:14])[C:5]2[S:10][CH2:9][C:8]3[C:7](=[N:24][NH:18][CH:20]=3)[C:6]=2[C:12]=1[CH3:13] |f:2.3|. Procedure: 2.80 g (10 mmol) of the title compound of Step B and 1.79 g(15 mmol) of N,N-dimethylformamide dimethyl acetal were dissolved in 16 mL of ethyl acetate and heated to reflux. The methanol/ethyl acetate mixture was removed via a Dean Stark trap and was replaced with fresh ethyl acetate. After heating to reflux for 4 hours, the reaction was cooled to room temperature and allowed to stand overnight. It was then reluxed further for 2 hours, cooled to 60° C., and 0.75 g (15 mmol) of hydrazine monohydra... The reactants are C1(CC1)C1=C(C=NC=C1)N1C(NCC1)=O (1-(4-cyclopropylpyridin-3-yl)imidazolidin-2-one), ClC1=NC(=CC(=C1)I)C(F)(F)F (2-chloro-4-iodo-6-(trifluoromethyl)pyridine), [C@@H]1([C@@H](CCCC1)N)N (trans-cyclohexane-1,2-diamine), P(=O)([O-])([O-])[O-].[K+].[K+].[K+] (potassium phosphate). Reagents/catalysts: [Cu](I)I (copper iodide). The solvent is O1CCOCC1 (1,4-dioxane). Yields the product C1(CC1)C1=NC(=CC(=C1)N1C(N(CC1)C=1C=NC=CC1C1CC1)=O)C(F)(F)F (1-(2-cyclopropyl-6-(trifluoromethyl)pyridin-4-yl)-3-(4-cyclopropylpyridin-3-yl)imidazolidin-2-one). Yield: 502.9%. Reaction SMILES: [CH:1]1([C:4]2[CH:9]=[CH:8][N:7]=[CH:6][C:5]=2[N:10]2[CH2:14][CH2:13][NH:12][C:11]2=[O:15])[CH2:3][CH2:2]1.Cl[C:17]1[CH:22]=[C:21](I)[CH:20]=[C:19]([C:24]([F:27])([F:26])[F:25])[N:18]=1.[C@@H:28]1(N)[CH2:33][CH2:32]CC[C@H]1N.P([O-])([O-])([O-])=O.[K+].[K+].[K+]>[Cu](I)I.O1CCOCC1>[CH:32]1([C:17]2[CH:22]=[C:21]([N:12]3[CH2:13][CH2:14][N:10]([C:5]4[CH:6]=[N:7][CH:8]=[CH:9][C:4]=4[CH:1]4[CH2:3][CH2:2]4)[C:11]3=[O:15])[CH:20]=[C:19]([C:24]([F:27])([F:26])[F:25])[N:18]=2)[CH2:33][CH2:28]1 |f:3.4.5.6|. Reported procedure: Using analogous reagents and reaction conditions as described in Example 1 above, 1-(4-cyclopropylpyridin-3-yl)imidazolidin-2-one (I-1d: 260 mg, 1.2807 mmol) was reacted with 2-chloro-4-iodo-6-(trifluoromethyl)pyridine (471 mg, 1.5369 mmol), copper iodide (24 mg, 0.1280 mmol), trans-cyclohexane-1,2-diamine (15 mg, 0.1280 mmol), potassium phosphate (816 mg, 3.8421 mmol) and 1,4-dioxane (5 mL) to afford crude product. Purification by column chromatography on silica gel (1% methanol in chloroform) ... Starting materials: N([C@@H](CC(C)C)C(=O)O)C(=O)OC(C)(C)C (BOC-Leu-OH), B.C1CCOC1 (BH3•THF), solution. Run in C1CCOC1 (THF), C1CCOC1 (THF), [Cl-].[Na+].O (Brine). Reaction conditions: temperature 23 celsius, time 3 hour. Yields the product C(=O)(OC(C)(C)C)N[C@@H](CC(C)C)CO (BOC-L-Leucinol). The yield is 89.1%. RXN SMILES: [NH:1]([C:10]([O:12][C:13]([CH3:16])([CH3:15])[CH3:14])=[O:11])[C@H:2]([C:7](O)=[O:8])[CH2:3][CH:4]([CH3:6])[CH3:5].B.C1COCC1>C1COCC1.[Cl-].[Na+].O>[C:10]([NH:1][C@H:2]([CH2:7][OH:8])[CH2:3][CH:4]([CH3:5])[CH3:6])([O:12][C:13]([CH3:14])([CH3:16])[CH3:15])=[O:11] |f:1.2,4.5.6|. Procedure details: To a solution of BOC-Leu-OH (15.09 g, 65 mmol, 1 equiv) in THF (150 mL) at 0° C. was added BH3•THF (163 mL of a 1.0 M solution in THF, 163 mmol, 2.51 equiv). The reaction mixture was stirred at 23° C. for 3 h and then cooled to 0° C. Brine (100 mL) was added carefully, and the aqueous layer was extracted with EtOAc (2×100 mL). The combined organic layers were dried over Na2SO4 and concentrated. The residue was purified by flash column chromatography (gradient elution, 25→35% EtOAc in hexanes) to... Reactants: C(C)(C)N(CC)C(C)C (diisopropylethylamine), SC1=CC=NC=C1 (4-mercaptopyridine), OCC1=CC=C(C2=C1CC(O2)(C)C)OC (4-Hydroxymethyl-2,2-dimethyl-7-methoxy-2,3-dihydrobenzofuran), [Cl-] (chloride). Solvent: C(Cl)Cl (methylene chloride), O (Water). Reaction conditions: time 1 hour. The product is COC1=CC=C(C=2CC(OC21)(C)C)CSC2=CC=NC=C2 (7-Methoxy-2,2-dimethyl-4-(4-pyridylthiomethyl)-2,3-dihydrobenzofuran). Isolated yield 48.4%. Reaction SMILES: O[CH2:2][C:3]1[C:8]2[CH2:9][C:10]([CH3:13])([CH3:12])[O:11][C:7]=2[C:6]([O:14][CH3:15])=[CH:5][CH:4]=1.C(N(C(C)C)CC)(C)C.[Cl-].[SH:26][C:27]1[CH:32]=[CH:31][N:30]=[CH:29][CH:28]=1>C(Cl)Cl.O>[CH3:15][O:14][C:6]1[C:7]2[O:11][C:10]([CH3:13])([CH3:12])[CH2:9][C:8]=2[C:3]([CH2:2][S:26][C:27]2[CH:32]=[CH:31][N:30]=[CH:29][CH:28]=2)=[CH:4][CH:5]=1. Procedure: Compound 48a (2.0 g) obtained in Step A was dissolved in methylene chloride (100 ml), and then diisopropylethylamine (5.0 ml) and methanesulfonyl.chloride (0.8 ml) were added thereto, followed by stirring at room temperature for one hour. At the same temperature, 4-mercaptopyridine (1.4 g) was added to the reaction solution, and the mixture was stirred for 30 minutes. Water was added to the reaction solution and the mixture was extracted with methylene chloride. The organic layer was washed with... Starting materials: C(C1=CC=CC=C1)OC=1C=CC(=C2C=CNC12)C(=O)OC (7-benzyloxy-4-(methoxycarbonyl)indole), [H-].[Al+3].[Li+].[H-].[H-].[H-] (lithium aluminium hydride). Solvent: O1CCCC1 (tetrahydrofuran). Reaction conditions: temperature 50 celsius. The product is C(C1=CC=CC=C1)OC1=CC=C(C=2C=CNC12)CO (7-Benzyloxyindole-4-methanol). RXN SMILES: [CH2:1]([O:8][C:9]1[CH:10]=[CH:11][C:12]([C:18](OC)=[O:19])=[C:13]2[C:17]=1[NH:16][CH:15]=[CH:14]2)[C:2]1[CH:7]=[CH:6][CH:5]=[CH:4][CH:3]=1.[H-].[Al+3].[Li+].[H-].[H-].[H-]>O1CCCC1>[CH2:1]([O:8][C:9]1[C:17]2[NH:16][CH:15]=[CH:14][C:13]=2[C:12]([CH2:18][OH:19])=[CH:11][CH:10]=1)[C:2]1[CH:3]=[CH:4][CH:5]=[CH:6][CH:7]=1 |f:1.2.3.4.5.6|. Reported procedure: A solution of 7-benzyloxy-4-(methoxycarbonyl)indole (Example 4a) (2.08 g, 7.4 mmol) was added to a stirred suspension of lithium aluminium hydride (0.38 g, 10 mmol) in tetrahydrofuran (15 ml). The mixture was heated at 50° C. for 1 hour, poured onto ice-hydrochloric acid and extracted with dichloromethane. The extract was dried and evaporated and the residue was chromatographed on silica in ethyl acetate-hexane (1:2 then 1:1) to give a pale oil.